Task: describe an organic reaction: reactants, conditions, products, and yield. Dataset: the Open Reaction Database (ORD), a public repository of structured organic reaction records The solvent is CC(=O)C (acetone), CC(=O)C (acetone). Reaction SMILES: [C:1]([C:9]1[CH:14]=[CH:13][C:12]([OH:15])=[CH:11][CH:10]=1)([CH2:4][C:5]([CH3:8])([CH3:7])[CH3:6])([CH3:3])[CH3:2].CCC(OO)=[O:19].C(OO)(=O)C>CC(C)=O>[C:1]([C:9]1[CH:14]=[C:13]([OH:19])[C:12](=[CH:11][CH:10]=1)[OH:15])([CH2:4][C:5]([CH3:8])([CH3:7])[CH3:6])([CH3:2])[CH3:3]. Yield: 61.0%. Yields the product C(C)(C)(CC(C)(C)C)C=1C=C(C(O)=CC1)O (4-tert.-octyl pyrocatechol). Reactants: C(C)(=O)OO (peracetic acid), C(C)(C)(CC(C)(C)C)C1=CC=C(C=C1)O (para-tert.-octyl phenol), C(C)(C)(CC(C)(C)C)C1=CC=C(C=C1)O (para-tert.-octyl phenol), CCC(=O)OO (perpropionic acid). Procedure details: The procedure of Example 8 was followed, except 20 ml of acetone was added as a solvent for para-tert.-octyl phenol and 4.5g (0.05 mol) of perpropionic acid in the form of about 25 weight% acetone solution was added over 20 minutes in place of peracetic acid. Consequently, the conversion of para-tert.-octyl phenol was 6.8%, 4-tert.-octyl pyrocatechol was formed in a yield of 61% based on the converted octyl phenol and the conversion of perpropionic acid was 100%. The reactants are OC=1NC2=C(N1)C=CC=C2 (2-hydroxybenzimidazole), BrC=1SC=C(N1)Br (2,4-dibromothiazole), CC(=O)[O-].[K+] (KOAc). Reagents/catalysts: [Cu] (copper), Cl[Cu] (CuCl). Run in N1=CC=CC=C1 (pyridine). Run at temperature 60 celsius. The product is BrC=1N=C(SC1)N1C(NC2=C1C=CC=C2)=O (1-(4-Bromo-1,3-thiazol-2-yl)-1,3-dihydro-2H-benzimidazol-2-one). Reaction SMILES: [OH:1][C:2]1[NH:3][C:4]2[CH:10]=[CH:9][CH:8]=[CH:7][C:5]=2[N:6]=1.Br[C:12]1[S:13][CH:14]=[C:15]([Br:17])[N:16]=1.CC([O-])=O.[K+]>N1C=CC=CC=1.[Cu].Cl[Cu]>[Br:17][C:15]1[N:16]=[C:12]([N:3]2[C:4]3[CH:10]=[CH:9][CH:8]=[CH:7][C:5]=3[NH:6][C:2]2=[O:1])[S:13][CH:14]=1 |f:2.3|. Procedure: A mixture of 2-hydroxybenzimidazole (1.20 g, 8.95 mmol), 2,4-dibromothiazole (6.5 g, 26.8 mmol), copper powder (1.42 g, 22.37 mmol), CuCl (177 mg, 1.79 mmol), and KOAc (2.2 g, 22.37 mmol) in pyridine (10 mL) were heated at 60° C. for 2 h. The cooled mixture was partitioned between EtOAc (40 mL) and 10% aqueous citric acid (20 mL) and the organic layer was dried over Na2SO4, filtered, and concentrated under reduced pressure. The crude product was purified by silica gel chromatography, eluting wit... Starting materials: COC(=O)c1nccc2c1[nH]c1ccccc12, CO, [Na+], [OH-]. The product is O=C(O)c1nccc2c1[nH]c1ccccc12. As a reaction SMILES: [C:1](=[O:2])([O:3][CH3:4])[c:5]1[n:6][cH:7][cH:8][c:9]2[c:10]1[nH:11][c:12]1[cH:13][cH:14][cH:15][cH:16][c:17]21.[CH3:20][OH:21].[Na+:19].[OH-:18]>>[C:1](=[O:2])([OH:3])[c:5]1[n:6][cH:7][cH:8][c:9]2[c:10]1[nH:11][c:12]1[cH:13][cH:14][cH:15][cH:16][c:17]21. The reactants are 21, [Na] (sodium), NC1=CC=C(C=C1S(=O)(=O)O)N (1,4-diaminobenzene-6-sulphonic acid), 24.5, (4,6-dichloro-s-triazin-2-yl)-phosphoramide-acid, O (H2O), O (water), Cl (hydrochloric acid). The product is OC1=CC=C(C2=CC=CC=C12)S(=O)(=O)O (1-hydroxynaphthalene-4-sulphonic acid). Reaction SMILES: [Na].N[C:3]1[C:8]([S:9]([OH:12])(=[O:11])=[O:10])=[CH:7][C:6](N)=[CH:5][CH:4]=1.Cl.[OH2:15]>>[OH:15][C:5]1[C:6]2[C:7](=[CH:8][CH:3]=[CH:4][CH:5]=2)[C:8]([S:9]([OH:12])(=[O:11])=[O:10])=[CH:3][CH:4]=1 |^1:0|. Reported procedure: A solution of 21 parts of the sodium salt of 1,4-diaminobenzene-6-sulphonic acid in 100 parts of water is stirred with a neutral solution of 24.5 parts of (4,6-dichloro-s-triazin-2-yl)-phosphoramide-acid in 200 parts by volume of H2O at 20° to 40° C, whilst constantly neutralising the hydrochloric acid liberated to keep the pH at 6 to 7, until a sample, on diazotisation and coupling with 1-hydroxynaphthalene-4-sulphonic acid, gives a clear, yellowish-tinged red dyeing. After addition of ice, the...